Dataset: the Open Reaction Database (ORD), a public repository of structured organic reaction records. Task: describe an organic reaction: reactants, conditions, products, and yield Starting materials: C(O)([O-])=O.[Na+] (sodium hydrogen carbonate), CC1=C(C=CC(=C1)OCC1=CC=CC=C1)CO ({2-methyl-4-[(phenylmethyl)oxy]phenyl}methanol), P(Br)(Br)Br (phosphorus tribromide). The solvent is C(Cl)Cl (DCM), C(Cl)Cl (DCM), C(Cl)Cl (DCM). Conditions: time 3 hour. Yields the product C1(=CC=CC=C1)COC1=CC(=C(C=C1)CBr)C (4-(bromomethyl)-3-methylphenyl phenylmethyl ether). Isolated yield 90.5%. As a reaction SMILES: [CH3:1][C:2]1[CH:7]=[C:6]([O:8][CH2:9][C:10]2[CH:15]=[CH:14][CH:13]=[CH:12][CH:11]=2)[CH:5]=[CH:4][C:3]=1[CH2:16]O.P(Br)(Br)[Br:19].C(=O)([O-])O.[Na+]>C(Cl)Cl>[C:10]1([CH2:9][O:8][C:6]2[CH:5]=[CH:4][C:3]([CH2:16][Br:19])=[C:2]([CH3:1])[CH:7]=2)[CH:15]=[CH:14][CH:13]=[CH:12][CH:11]=1 |f:2.3|. Procedure: To a solution of {2-methyl-4-[(phenylmethyl)oxy]phenyl}methanol (1.49 g, 6.53 mmol) in DCM (20 ml) under nitrogen in an ice-water bath was added a solution of phosphorus tribromide (0.62 ml, 6.57 mmol, Aldrich) in DCM (10 ml). The solution was allowed to warm to ambient temperature and stirred for 3 h. The reaction mixture was poured onto ice-water (70 ml) and saturated aqueous sodium hydrogen carbonate (30 ml). The mixture was diluted with DCM (50 ml) and the phases separated. The aqueous extra... Starting materials: C(C)OC(=O)C1(CC2=CC=CC=C2C1)NC(C1=C(C(=CC=C1)C)I)=O (2-(2-iodo-3-methyl-benzoylamino)-indan-2-carboxylic acid ethyl ester), C1(CC1)C=CB1OC(C(O1)(C)C)(C)C (2-(2-cyclopropyl-vinyl)-4,4,5,5-tetramethyl-[1,3,2]dioxaborolane), aqueous solution, C(=O)([O-])[O-].[K+].[K+] (K2CO3). The reagents and catalysts are [Pd] (palladium), [Pd] (Pd). Run in CCO (EtOH), O1CCOCC1 (dioxane). The product is C(C)OC(=O)C1(CC2=CC=CC=C2C1)NC(C1=C(C(=CC=C1)C)C=CC1CC1)=O (2-[2-(-2-Cyclopropyl-vinyl)-3-methyl-benzoylamino]-indan-2-carboxylic acid ethyl ester). The yield is 47.9%. Reaction SMILES: [CH2:1]([O:3][C:4]([C:6]1([NH:15][C:16](=[O:25])[C:17]2[CH:22]=[CH:21][CH:20]=[C:19]([CH3:23])[C:18]=2I)[CH2:14][C:13]2[C:8](=[CH:9][CH:10]=[CH:11][CH:12]=2)[CH2:7]1)=[O:5])[CH3:2].[CH:26]1([CH:29]=[CH:30]B2OC(C)(C)C(C)(C)O2)[CH2:28][CH2:27]1.C([O-])([O-])=O.[K+].[K+]>CCO.O1CCOCC1.[Pd]>[CH2:1]([O:3][C:4]([C:6]1([NH:15][C:16](=[O:25])[C:17]2[CH:22]=[CH:21][CH:20]=[C:19]([CH3:23])[C:18]=2[CH:30]=[CH:29][CH:26]2[CH2:28][CH2:27]2)[CH2:14][C:13]2[C:8](=[CH:9][CH:10]=[CH:11][CH:12]=2)[CH2:7]1)=[O:5])[CH3:2] |f:2.3.4|. Procedure details: To a solution of 2-(2-iodo-3-methyl-benzoylamino)-indan-2-carboxylic acid ethyl ester (600 mg, 1.34 mmol) and 2-(2-cyclopropyl-vinyl)-4,4,5,5-tetramethyl-[1,3,2]dioxaborolane (1.11 mL, 5.36 mmol) in EtOH (10 mL) and dioxane (10 mL) is added palladium anchored homogeneous catalyst, FibreCatPd(0), (4.84% Pd, 285 mg, 0.13 mmol) and 2M aqueous solution of K2SO4 (2.68 mL, 5.36 mmol). The resulting reaction mixture is covered with argon and run in a microwave reaction: 110° C., 8 h. After concentratio... Reactants: CCOC(=O)c1cc2cc(C(=O)O)ccc2[nH]1, CCN=C=NCCCN(C)C, Cl, CC(C)(C)OC(=O)N1CCCNCC1, CN(C)C=O, On1nnc2ccccc21. The product is CCOC(=O)c1cc2cc(C(=O)N3CCCN(C(=O)OC(C)(C)C)CC3)ccc2[nH]1. RXN SMILES: [CH3:1][CH2:2][O:3][C:4](=[O:5])[c:6]1[nH:7][c:8]2[cH:9][cH:10][c:11]([C:15](=[O:16])[OH:17])[cH:12][c:13]2[cH:14]1.[CH3:43][N:44]([CH3:45])[CH2:46][CH2:47][CH2:48][N:49]=[C:50]=[N:51][CH2:52][CH3:53].[ClH:42].[N:18]1([C:25](=[O:26])[O:27][C:28]([CH3:29])([CH3:30])[CH3:31])[CH2:19][CH2:20][NH:21][CH2:22][CH2:23][CH2:24]1.[O:54]=[CH:55][N:56]([CH3:57])[CH3:58].[OH:32][n:33]1[c:34]2[cH:35][cH:36][cH:37][cH:38][c:39]2[n:40][n:41]1>>[CH3:1][CH2:2][O:3][C:4](=[O:5])[c:6]1[nH:7][c:8]2[cH:9][cH:10][c:11]([C:15](=[O:17])[N:21]3[CH2:20][CH2:19][N:18]([C:25](=[O:26])[O:27][C:28]([CH3:29])([CH3:30])[CH3:31])[CH2:24][CH2:23][CH2:22]3)[cH:12][c:13]2[cH:14]1. The reactants are BrBr (bromine), ClC1=C2C=C(C(NC2=CC(=C1)Cl)=O)C(=O)O (5,7-dichloro-2(1H)-quinolone-3-carboxylic acid), Cl (hydrochloric acid). Run in N1=CC=CC=C1 (pyridine). Reaction conditions: time 10 minute. The product is BrC=1C(NC2=CC(=CC(=C2C1)Cl)Cl)=O (3-Bromo-5,7-dichloro-2(1H)-quinolone). As a reaction SMILES: [Br:1]Br.[Cl:3][C:4]1[CH:13]=[C:12]([Cl:14])[CH:11]=[C:10]2[C:5]=1[CH:6]=[C:7](C(O)=O)[C:8](=[O:15])[NH:9]2.Cl>N1C=CC=CC=1>[Br:1][C:7]1[C:8](=[O:15])[NH:9][C:10]2[C:5]([CH:6]=1)=[C:4]([Cl:3])[CH:13]=[C:12]([Cl:14])[CH:11]=2. Reported procedure: 50.8 mmol of bromine are added dropwise to a suspension containing 25.4 mmol of 5,7-dichloro-2(1H)-quinolone-3-carboxylic acid in 65 ml of pyridine at 0 C. After stirring for 10 minutes at room temperature, the whole mixture is brought to 90 C. for one hour. After cooling, 300 ml of 1N hydrochloric acid are added. The expected product is obtained by filtering the precipitate, then washing the latter with 1N hydrochloric acid and with water and drying. Starting materials: FC(C1=CC(=NC=2N1N=CC2C(=O)O)C2=CC=C(C=C2)C(F)(F)F)F (7-difluoromethyl-5-(4-trifluoromethyl-phenyl)-pyrazolo[1,5-a]pyrimidine-3-carboxylic acid), ClC1=C(C=C(S1)S(=O)(=O)N1CC(CC1)O)[N+](=O)[O-] ((RS)-1-(5-chloro-4-nitro-thiophene-2-sulfonyl)-pyrrolidin-3-ol). The product is ClC=1SC(=CC1NC(=O)C=1C=NN2C1N=C(C=C2C(F)F)C2=CC=C(C=C2)C(F)(F)F)S(=O)(=O)N2CC(CC2)O (7-Difluoromethyl-5-(4-trifluoromethyl-phenyl)-pyrazolo[1,5-a]pyrimidine-3-carboxylic acid [(RS)-2-chloro-5-(3-hydroxy-pyrrolidine-1-sulfonyl)-thiophen-3-yl]-amide). As a reaction SMILES: [F:1][CH:2]([F:25])[C:3]1[N:8]2[N:9]=[CH:10][C:11]([C:12]([OH:14])=O)=[C:7]2[N:6]=[C:5]([C:15]2[CH:20]=[CH:19][C:18]([C:21]([F:24])([F:23])[F:22])=[CH:17][CH:16]=2)[CH:4]=1.[Cl:26][C:27]1[S:31][C:30]([S:32]([N:35]2[CH2:39][CH2:38][CH:37]([OH:40])[CH2:36]2)(=[O:34])=[O:33])=[CH:29][C:28]=1[N+:41]([O-])=O>>[Cl:26][C:27]1[S:31][C:30]([S:32]([N:35]2[CH2:39][CH2:38][CH:37]([OH:40])[CH2:36]2)(=[O:34])=[O:33])=[CH:29][C:28]=1[NH:41][C:12]([C:11]1[CH:10]=[N:9][N:8]2[C:3]([CH:2]([F:1])[F:25])=[CH:4][C:5]([C:15]3[CH:16]=[CH:17][C:18]([C:21]([F:22])([F:23])[F:24])=[CH:19][CH:20]=3)=[N:6][C:7]=12)=[O:14]. Reported procedure: The title compound was prepared from 7-difluoromethyl-5-(4-trifluoromethyl-phenyl)-pyrazolo[1,5-a]pyrimidine-3-carboxylic acid (example C.1) and (RS)-1-(4-amino-5-chloro-thiophene-2-sulfonyl)-pyrrolidin-3-ol (example B.18) according to general procedure II. Yellow solid. MS (ISP) 622.2 [(M+H)+]; mp 274° C. The reactants are CCC(CC)Nc1cc(C)nc(Oc2c(C)cc(C)cc2C)c1CC#N, [Na+], [OH-], O, O=P(O)(O)O. The product is CCC(CC)N1C(=O)Cc2c1cc(C)nc2Oc1c(C)cc(C)cc1C. As a reaction SMILES: [CH2:1]([CH3:2])[CH:3]([CH2:4][CH3:5])[NH:6][c:7]1[c:8]([CH2:24][C:25]#[N:26])[c:9]([O:14][c:15]2[c:16]([CH3:23])[cH:17][c:18]([CH3:22])[cH:19][c:20]2[CH3:21])[n:10][c:11]([CH3:13])[cH:12]1.[Na+:33].[OH-:32].[OH2:34].[P:27]([OH:28])(=[O:29])([OH:30])[OH:31]>>[CH2:1]([CH3:2])[CH:3]([CH2:4][CH3:5])[N:6]1[c:7]2[c:8]([c:9]([O:14][c:15]3[c:16]([CH3:23])[cH:17][c:18]([CH3:22])[cH:19][c:20]3[CH3:21])[n:10][c:11]([CH3:13])[cH:12]2)[CH2:24][C:25]1=[O:28]. The reactants are Cl.N=C1C=NN(C=C1)C1=CC=CC=C1 (1,4-dihydro-4-imino-1-phenylpyridazine hydrochloride), C(CCCC)(=O)Cl (valeryl chloride). The product is Cl.C1(=CC=CC=C1)N1N=CC(C=C1)=NC(CCCC)=O (1,4-dihydro-1-phenyl-4-(valerylimino)-pyridazine hydrochloride). Yield: 40.0%. As a reaction SMILES: Cl.[NH:2]=[C:3]1[CH:8]=[CH:7][N:6]([C:9]2[CH:14]=[CH:13][CH:12]=[CH:11][CH:10]=2)[N:5]=[CH:4]1.[C:15]([Cl:21])(=[O:20])[CH2:16][CH2:17][CH2:18][CH3:19]>>[ClH:21].[C:9]1([N:6]2[CH:7]=[CH:8][C:3](=[N:2][C:15](=[O:20])[CH2:16][CH2:17][CH2:18][CH3:19])[CH:4]=[N:5]2)[CH:10]=[CH:11][CH:12]=[CH:13][CH:14]=1 |f:0.1,3.4|. Procedure: 6.0 g (28.9 millimoles) of 1,4-dihydro-4-imino-1-phenylpyridazine hydrochloride in 40 ml of valeryl chloride were kept at 120° C. for 20 hours, while stirring. The mixture was cooled and then filtered under suction, and the residue was washed with acetone and recrystallized first from ethanol/methyl tert.-butyl ether and then from ethanol/acetone. 3.4 g (40% of theory) of 1,4-dihydro-1-phenyl-4-(valerylimino)-pyridazine hydrochloride were isolated as pale yellowish crystals of melting point 180°... The reactants are Br.ClC1=C(C=C(C=C1)C=1N(C(SC1)=NC1=CC=CC=C1)C)S(=O)(=O)Cl (4-(4-chloro-3-chlorosulfonylphenyl)-3-methyl-2-phenylimino-4-thiazoline hydrobromide), CNC (dimethylamine), CO (methanol). The solvent is C(C)O (ethanol). Yields the product ClC1=C(C=C(C=C1)C=1N(C(SC1)=NC1=CC=CC=C1)C)S(N(C)C)(=O)=O (4-(4-Chloro-3-dimethylsulfamoylphenyl)-3-methyl-2-phenylimino-4-thiazoline). As a reaction SMILES: Br.[Cl:2][C:3]1[CH:8]=[CH:7][C:6]([C:9]2[N:10]([CH3:21])[C:11](=[N:14][C:15]3[CH:20]=[CH:19][CH:18]=[CH:17][CH:16]=3)[S:12][CH:13]=2)=[CH:5][C:4]=1[S:22](Cl)(=[O:24])=[O:23].[CH3:26][NH:27][CH3:28].CO>C(O)C>[Cl:2][C:3]1[CH:8]=[CH:7][C:6]([C:9]2[N:10]([CH3:21])[C:11](=[N:14][C:15]3[CH:20]=[CH:19][CH:18]=[CH:17][CH:16]=3)[S:12][CH:13]=2)=[CH:5][C:4]=1[S:22](=[O:24])(=[O:23])[N:27]([CH3:28])[CH3:26] |f:0.1|. Procedure: 4.8 g (0.01 mole) of 4-(4-chloro-3-chlorosulfonylphenyl)-3-methyl-2-phenylimino-4-thiazoline hydrobromide are added in portions to a mixture of 5 ml (about 0.05 mole) of 40% strength aqueous dimethylamine solution and 50 ml of methanol (or ethanol), with external cooling and stirring, at a rate such that the temperature as far as possible does not rise above 35° C. The reaction mixture is stirred for 14 hours at room temperature, the solvent is distilled off under a waterpump vacuum and the resi...